Dataset: the Open Reaction Database (ORD), a public repository of structured organic reaction records. Task: describe an organic reaction: reactants, conditions, products, and yield Procedure: Beginning with 0.015 gm (0.061 mMol) 5-amino-3-(1-ethylpiperidin-4-yl)pyrrolo[3,2-b]pyridine and 0.008 mL (0.080 mMol) furoyl chloride, the title compound was prepared essentially by the procedure described in Example 7. Starting materials: NC1=CC=C2C(=N1)C(=CN2)C2CCN(CC2)CC (5-amino-3-(1-ethylpiperidin-4-yl)pyrrolo[3,2-b]pyridine), O1C(=CC=C1)C(=O)Cl (furoyl chloride). Product: O1C(=CC=C1)C(=O)NC1=CC=C2C(=N1)C(=CN2)C2CCN(CC2)CC (5-(N-[2-furoyl]amino)-3-(1-ethylpiperidin-4-yl)pyrrolo[3,2-b]pyridine). Reaction SMILES: [NH2:1][C:2]1[N:7]=[C:6]2[C:8]([CH:11]3[CH2:16][CH2:15][N:14]([CH2:17][CH3:18])[CH2:13][CH2:12]3)=[CH:9][NH:10][C:5]2=[CH:4][CH:3]=1.[O:19]1[CH:23]=[CH:22][CH:21]=[C:20]1[C:24](Cl)=[O:25]>>[O:19]1[CH:23]=[CH:22][CH:21]=[C:20]1[C:24]([NH:1][C:2]1[N:7]=[C:6]2[C:8]([CH:11]3[CH2:16][CH2:15][N:14]([CH2:17][CH3:18])[CH2:13][CH2:12]3)=[CH:9][NH:10][C:5]2=[CH:4][CH:3]=1)=[O:25]. Starting materials: CC1(OC(C(O1)=CC(=O)N(OC)CC1=CC=C(C=C1)F)=O)C (2-(2,2-Dimethyl-5-oxo-[1,3]dioxolan-4-ylidene)-N-(4-fluoro-benzyl)-N-methoxy-acetamide), C(CC)C1(CC1)S(=O)(=O)N (1-propyl-cyclopropanesulfonic acid amide), compound 1. Product: FC1=CC=C(CN(C(C=C(C(NS(=O)(=O)C2(CC2)CCC)=O)O)=O)OC)C=C1 (3-Hydroxy-4-oxo-4-(1-propyl-cyclopropanesulfonylamino)-but-2-enoic acid (4-fluoro-benzyl)-methoxy-amide). Reaction SMILES: CC1(C)[O:6][C:5](=[CH:7][C:8]([N:10]([CH2:13][C:14]2[CH:19]=[CH:18][C:17]([F:20])=[CH:16][CH:15]=2)[O:11][CH3:12])=[O:9])[C:4](=[O:21])O1.[CH2:23]([C:26]1([S:29]([NH2:32])(=[O:31])=[O:30])[CH2:28][CH2:27]1)[CH2:24][CH3:25]>>[F:20][C:17]1[CH:16]=[CH:15][C:14]([CH2:13][N:10]([O:11][CH3:12])[C:8](=[O:9])[CH:7]=[C:5]([OH:6])[C:4](=[O:21])[NH:32][S:29]([C:26]2([CH2:23][CH2:24][CH3:25])[CH2:28][CH2:27]2)(=[O:31])=[O:30])=[CH:19][CH:18]=1. Procedure details: 2-(2,2-Dimethyl-5-oxo-[1,3]dioxolan-4-ylidene)-N-(4-fluoro-benzyl)-N-methoxy-acetamide was treated with 1-propyl-cyclopropanesulfonic acid amide as described in the preparation of compound 1 to yield the title compound. MS (M−H) calcd for C18H22FN2O6S: 413.1. Found: 413.0. 1H NMR (500 MHz, CDCl3) δ: 0.92 (t, 3, J=8), 1.00 (m, 2), 1.54 (m, 2), 1.74 (m, 2), 1.84 (m, 2), 3.68 (s, 3), 4.79 (s, 2), 6.54 (s, 1), 7.04 (m, 2), 7.29 (m, 2), 8.79 (s, 1). Anal calcd for C18H23FN2O6S: C, 52.16; H, 5.59; N, ...